Dataset: the Open Reaction Database (ORD), a public repository of structured organic reaction records. Task: describe an organic reaction: reactants, conditions, products, and yield Reactants: O=C([O-])[O-], CCOC(=O)CCCOc1cccc(CCCCCCOc2cc(Br)cc(OCC)c2)c1CCC(=O)OCC, COCCOC, CCOC(C)=O, [Cs+], [Cs+], OB(O)c1ccccc1. Yields the product CCOC(=O)CCCOc1cccc(CCCCCCOc2cc(OCC)cc(-c3ccccc3)c2)c1CCC(=O)OCC. As a reaction SMILES: [C:49](=[O:50])([O-:51])[O-:52].[CH2:1]([CH3:2])[O:3][C:4]([CH2:5][CH2:6][CH2:7][O:8][c:9]1[c:10]([CH2:32][CH2:33][C:34](=[O:35])[O:36][CH2:37][CH3:38])[c:11]([CH2:15][CH2:16][CH2:17][CH2:18][CH2:19][CH2:20][O:21][c:22]2[cH:23][c:24]([Br:31])[cH:25][c:26]([O:28][CH2:29][CH3:30])[cH:27]2)[cH:12][cH:13][cH:14]1)=[O:39].[CH2:55]([CH2:56][O:57][CH3:58])[O:59][CH3:60].[CH3:61][CH2:62][O:63][C:64](=[O:65])[CH3:66].[Cs+:53].[Cs+:54].[OH:40][B:41]([OH:42])[c:43]1[cH:44][cH:45][cH:46][cH:47][cH:48]1>>[CH2:1]([CH3:2])[O:3][C:4]([CH2:5][CH2:6][CH2:7][O:8][c:9]1[c:10]([CH2:32][CH2:33][C:34](=[O:35])[O:36][CH2:37][CH3:38])[c:11]([CH2:15][CH2:16][CH2:17][CH2:18][CH2:19][CH2:20][O:21][c:22]2[cH:23][c:24](-[c:43]3[cH:44][cH:45][cH:46][cH:47][cH:48]3)[cH:25][c:26]([O:28][CH2:29][CH3:30])[cH:27]2)[cH:12][cH:13][cH:14]1)=[O:39]. Reactants: CC(C)(C)OC(=O)NC1CCC(CC=O)CC1, Cl, Fc1ccc2onc(N3CCNCC3)c2c1. Product: CC(C)(C)OC(=O)NC1CCC(CCN2CCN(c3noc4ccc(F)cc34)CC2)CC1. RXN SMILES: [C:18]([CH3:19])([CH3:20])([CH3:21])[O:22][C:23]([NH:24][CH:25]1[CH2:26][CH2:27][CH:28]([CH2:31][CH:32]=[O:33])[CH2:29][CH2:30]1)=[O:34].[ClH:1].[F:2][c:3]1[cH:4][cH:5][c:6]2[c:7]([c:8]([N:11]3[CH2:12][CH2:13][NH:14][CH2:15][CH2:16]3)[n:9][o:10]2)[cH:17]1>>[F:2][c:3]1[cH:4][cH:5][c:6]2[c:7]([c:8]([N:11]3[CH2:12][CH2:13][N:14]([CH2:32][CH2:31][CH:28]4[CH2:27][CH2:26][CH:25]([NH:24][C:23]([O:22][C:18]([CH3:19])([CH3:20])[CH3:21])=[O:34])[CH2:30][CH2:29]4)[CH2:15][CH2:16]3)[n:9][o:10]2)[cH:17]1.